describe an organic reaction: reactants, conditions, products, and yield From a dataset of the Open Reaction Database (ORD), a public repository of structured organic reaction records. Reactants: N([C@@H](CC1=CC=CC=C1)C(=O)O)C(=O)OC(C)(C)C (Boc-Phe), alcohol, alcohol, COC1=CC=C(C[Mg]Cl)C=C1 (4-methoxybenzylmagnesium chloride), alcohol, N([C@@H](CC1=CC=CC=C1)C(=O)O)C(=O)OCC1=CC=CC=C1 (Z-Phe). Product: C(C1=CC=CC=C1)OCC1=CC=CC=C1 (benzyl ether). As a reaction SMILES: N(C(OC(C)(C)C)=O)[C@H](C(O)=O)[CH2:3][C:4]1[CH:9]=[CH:8][CH:7]=[CH:6][CH:5]=1.N(C([O:34][CH2:35][C:36]1[CH:41]=[CH:40][CH:39]=[CH:38][CH:37]=1)=O)[C@H](C(O)=O)CC1C=CC=CC=1.COC1C=CC(C[Mg]Cl)=CC=1>>[CH2:35]([O:34][CH2:3][C:4]1[CH:5]=[CH:6][CH:7]=[CH:8][CH:9]=1)[C:36]1[CH:41]=[CH:40][CH:39]=[CH:38][CH:37]=1. Reported procedure: Boc-Phe 7 is converted to the allylic alcohol 8 using the same procedures reported by De Lucca et al. for the conversion of Z-Phe to the corresponding Z-allylic alcohol (J. Med. Chem. 1997, 40, 1707-1719). The allylic alcohol 8 is reacted with 4-methoxybenzylmagnesium chloride to afford the alkene 9 (J. Med. Chem. 1997, 40, 1707-1719). The 4-methoxybenzylmagnesium chloride is prepared from 4-methoxybenzylchloride according to the procedure of Van Campen et al. (J. Amer. Chem. Soc. 1948, 70 p2296...